Dataset: the Open Reaction Database (ORD), a public repository of structured organic reaction records. Task: describe an organic reaction: reactants, conditions, products, and yield Reactants: Example 8-(2), O1CCCC1 (tetrahydrofuran), [Cl-].[Na+] (sodium chloride), C(C)(=O)OCC (ethyl acetate). Yields the product COCO[C@@H](CO)C=C ((R)-2-methoxymethoxy-3-buten-1-ol). As a reaction SMILES: [Cl-].[Na+].[C:3]([O:6][CH2:7]C)(=[O:5])C.[O:9]1[CH2:13][CH2:12][CH2:11][CH2:10]1>>[CH3:7][O:6][CH2:3][O:5][C@H:12]([CH:11]=[CH2:10])[CH2:13][OH:9] |f:0.1|. Procedure details: Example 8-(2) (11.3 g) in tetrahydrofuran (220 mL), and the mixture was stirred at room temperature for two hours. Saturated aqueous sodium chloride and ethyl acetate were added to the reaction solution, and the organic layer was separated. Ethyl acetate was added to the aqueous layer, and the organic layer was separated again. The combined organic layers were dried over anhydrous magnesium sulfate and concentrated under reduced pressure. The residue was purified by silica gel column chromatogra... Product: CC1=CC=CC=2N1C(=C(N2)C2=CC=C(C=C2)C2(CCC2)NC(OC(C)(C)C)=O)C2=CC=CC=C2 (tert-butyl {1-[4-(5-methyl-3-phenylimidazo[1,2-a]pyridin-2-yl)phenyl]cyclobutyl}carbamate). Solvent: C1(=CC=CC=C1)C.C(C)O.O (toluene ethanol water). Reaction conditions: temperature 120 celsius. RXN SMILES: Br[C:2]1[N:3]=[C:4]2[CH:9]=[CH:8][CH:7]=[C:6]([CH3:10])[N:5]2[C:11]=1[C:12]1[CH:17]=[CH:16][CH:15]=[CH:14][CH:13]=1.CC1(C)C(C)(C)OB([C:26]2[CH:31]=[CH:30][C:29]([C:32]3([NH:36][C:37](=[O:43])[O:38][C:39]([CH3:42])([CH3:41])[CH3:40])[CH2:35][CH2:34][CH2:33]3)=[CH:28][CH:27]=2)O1.P([O-])([O-])([O-])=O.[K+].[K+].[K+]>C1(C)C=CC=CC=1.C(O)C.O>[CH3:10][C:6]1[N:5]2[C:11]([C:12]3[CH:17]=[CH:16][CH:15]=[CH:14][CH:13]=3)=[C:2]([C:26]3[CH:27]=[CH:28][C:29]([C:32]4([NH:36][C:37](=[O:43])[O:38][C:39]([CH3:41])([CH3:40])[CH3:42])[CH2:33][CH2:34][CH2:35]4)=[CH:30][CH:31]=3)[N:3]=[C:4]2[CH:9]=[CH:8][CH:7]=1 |f:2.3.4.5,6.7.8|. Isolated yield 83.1%. Procedure details: A mixture of 2-bromo-5-methyl-3-phenylimidazo[1,2-a]pyridine (38 mg, 0.13 mmol), tert-butyl {1-[4-(4,4,5,5-tetramethyl-1,3,2-dioxaborolan-2-yl)phenyl]cyclobutyl}carbamate (see step 4, 64 mg, 0.17 mmol) and potassium phosphate (84.3 mg, 0.40 mmol) in 1.2 ml toluene/ethanol/water (1/2/1) was heated to 120° C. in a single mode microwave reactor (Biotage). This experiment was repeated employing the same protocol. Both reaction mixtures were combined and partitioned between dichloromethane and water.... Starting materials: BrC=1N=C2N(C(=CC=C2)C)C1C1=CC=CC=C1 (2-bromo-5-methyl-3-phenylimidazo[1,2-a]pyridine), CC1(OB(OC1(C)C)C1=CC=C(C=C1)C1(CCC1)NC(OC(C)(C)C)=O)C (tert-butyl {1-[4-(4,4,5,5-tetramethyl-1,3,2-dioxaborolan-2-yl)phenyl]cyclobutyl}carbamate), P(=O)([O-])([O-])[O-].[K+].[K+].[K+] (potassium phosphate). Reactants: OS(=O)(=O)O (H2SO4), ClC1=C(N=CC(=N1)N[C@H]1[C@H](CCCC1)NC([O-])=O)C#N (((1S,2R)-2-((6-chloro-5-cyanopyrazin-2-yl)amino)cyclohexyl)carbamate), N1=C(N=CC=C1)C=1C=C(C=NC1)N (5-(pyrimidin-2-yl)pyridin-3-amine), C([O-])([O-])=O.[Cs+].[Cs+] (cesium carbonate), C=1C=CC(=CC1)P(C=2C=CC=CC2)C3=CC=C4C=CC=CC4=C3C5=C6C=CC=CC6=CC=C5P(C=7C=CC=CC7)C=8C=CC=CC8 (BINAP). Reagents/catalysts: CC(=O)[O-].CC(=O)[O-].[Pd+2] (Pd(OAc)2). The solvent is O (water), C(=O)(C(F)(F)F)O (TFA), O1CCOCC1 (dioxane). Run at temperature 110 celsius, time 8 hour. The product is N[C@@H]1[C@@H](CCCC1)NC=1N=C(C(=NC1)C(=O)N)NC=1C=NC=C(C1)C1=NC=CC=N1 (5-(((1R,2S)-2-aminocyclohexyl)amino)-3-((5-(pyrimidin-2-yl)pyridin-3-yl)amino)pyrazine-2-carboxamide). Yield: 30.8%. As a reaction SMILES: Cl[C:2]1[N:7]=[C:6]([NH:8][C@@H:9]2[CH2:14][CH2:13][CH2:12][CH2:11][C@@H:10]2[NH:15]C(=O)[O-])[CH:5]=[N:4][C:3]=1[C:19]#[N:20].[N:21]1[CH:26]=[CH:25][CH:24]=[N:23][C:22]=1[C:27]1[CH:28]=[C:29]([NH2:33])[CH:30]=[N:31][CH:32]=1.C(=O)([O-])[O-:35].[Cs+].[Cs+].C1C=CC(P(C2C(C3C(P(C4C=CC=CC=4)C4C=CC=CC=4)=CC=C4C=3C=CC=C4)=C3C(C=CC=C3)=CC=2)C2C=CC=CC=2)=CC=1.OS(O)(=O)=O>O1CCOCC1.C(O)(C(F)(F)F)=O.O.CC([O-])=O.CC([O-])=O.[Pd+2]>[NH2:15][C@H:10]1[CH2:11][CH2:12][CH2:13][CH2:14][C@H:9]1[NH:8][C:6]1[N:7]=[C:2]([NH:33][C:29]2[CH:30]=[N:31][CH:32]=[C:27]([C:22]3[N:23]=[CH:24][CH:25]=[CH:26][N:21]=3)[CH:28]=2)[C:3]([C:19]([NH2:20])=[O:35])=[N:4][CH:5]=1 |f:2.3.4,10.11.12|. Procedure: The mixture of tert-tutyl ((1S,2R)-2-((6-chloro-5-cyanopyrazin-2-yl)amino)cyclohexyl)carbamate (100 mg, 0.28 mmol), 5-(pyrimidin-2-yl)pyridin-3-amine (100 mg, 0.58 mmol), powder cesium carbonate (380 mg, 1.16 mmol), BINAP (37 mg, 0.06 mmol), Pd(OAc)2 (14 mg, 0.06 mmol) in 15 mL dioxane was degassed with argon stream. It was stirred in argon atmosphere at 110° C. for overnight. The mixture was cooled, diluted with 100 mL EtOAc, vigorously stirred, and filtered through celite. The filtrate was con... The reactants are C([O-])([O-])=O.[Na+].[Na+] (sodium carbonate), O[C@@H]([C@@H](OC1=CC=C(C=C1)B(O)O)C)CCC=1C=NC=CC1 ((1S,2R)-4-(2-hydroxy-1-methyl-4-pyridin-3-ylbutoxy)benzeneboronic acid), BrC1=CC=C(S1)S(=O)(=O)N (5-bromothiophene-2-sulfonic acid amide). The reagents and catalysts are C=1C=CC(=CC1)[P](C=2C=CC=CC2)(C=3C=CC=CC3)[Pd]([P](C=4C=CC=CC4)(C=5C=CC=CC5)C=6C=CC=CC6)([P](C=7C=CC=CC7)(C=8C=CC=CC8)C=9C=CC=CC9)[P](C=1C=CC=CC1)(C=1C=CC=CC1)C=1C=CC=CC1 (tetrakis(triphenylphosphine)palladium(0)). Run in C(C)O (ethanol). Reaction conditions: temperature 90 celsius. Yields the product O[C@@H]([C@@H](OC1=CC=C(C=C1)C1=CC=C(S1)S(=O)(=O)N)C)CCC=1C=NC=CC1 ((1S,2R)-5-[4-(2-Hydroxy-1-methyl-4-pyridin-3-yl-butoxy)-phenyl]-thiophene-2-sulfonic acid amide). RXN SMILES: C(=O)([O-])[O-].[Na+].[Na+].[OH:7][C@H:8]([CH2:21][CH2:22][C:23]1[CH:24]=[N:25][CH:26]=[CH:27][CH:28]=1)[C@H:9]([CH3:20])[O:10][C:11]1[CH:16]=[CH:15][C:14](B(O)O)=[CH:13][CH:12]=1.Br[C:30]1[S:34][C:33]([S:35]([NH2:38])(=[O:37])=[O:36])=[CH:32][CH:31]=1>C(O)C.C1C=CC([P]([Pd]([P](C2C=CC=CC=2)(C2C=CC=CC=2)C2C=CC=CC=2)([P](C2C=CC=CC=2)(C2C=CC=CC=2)C2C=CC=CC=2)[P](C2C=CC=CC=2)(C2C=CC=CC=2)C2C=CC=CC=2)(C2C=CC=CC=2)C2C=CC=CC=2)=CC=1>[OH:7][C@H:8]([CH2:21][CH2:22][C:23]1[CH:24]=[N:25][CH:26]=[CH:27][CH:28]=1)[C@H:9]([CH3:20])[O:10][C:11]1[CH:16]=[CH:15][C:14]([C:30]2[S:34][C:33]([S:35]([NH2:38])(=[O:37])=[O:36])=[CH:32][CH:31]=2)=[CH:13][CH:12]=1 |f:0.1.2,^1:45,47,66,85|. Procedure: 2M Aqueous sodium carbonate (0.75 ml), (1S,2R)-4-(2-hydroxy-1-methyl-4-pyridin-3-ylbutoxy)benzeneboronic acid (Example 21a)), 0.19 g), and tetrakis(triphenylphosphine)palladium(0) (0.025 g) were added to a solution of 5-bromothiophene-2-sulfonic acid amide (0.242 g) in ethanol (2 ml). The mixture was heated at 90° C. for 2 hours. The mixture was cooled to room temperature and the solvents were evaporated under reduced pressure. The reaction mixture was triturated with acetone (10 ml) and filtere... Starting materials: ClC=1SC(=CN1)C=O (2-chlorothiazole-5-carboxaldehyde), N1CCNCC1 (piperazine), [OH-].[Li+] (lithium hydroxide). Run in O1CCCC1 (tetrahydrofuran). Reaction conditions: time 24 hour. Yields the product N1(CCNCC1)C=1SC(=CN1)C=O (2-(piperazin-1-yl)thiazole-5-carboxaldehyde). The yield is 37.2%. RXN SMILES: Cl[C:2]1[S:3][C:4]([CH:7]=[O:8])=[CH:5][N:6]=1.[NH:9]1[CH2:14][CH2:13][NH:12][CH2:11][CH2:10]1.[OH-].[Li+]>O1CCCC1>[N:9]1([C:2]2[S:3][C:4]([CH:7]=[O:8])=[CH:5][N:6]=2)[CH2:14][CH2:13][NH:12][CH2:11][CH2:10]1 |f:2.3|. Procedure details: To a solution of 2-chlorothiazole-5-carboxaldehyde (Example 53; 378 mg, 2.6 mmol) in aqueous tetrahydrofuran (9.75 mL tetrahydrofuran, 0.25 mL of water, 40:1) at 25° C. was added piperazine (0.55 g, 6.4 mmol) followed by lithium hydroxide (129 mg, 3.0 mmol). After stirring for 24 h at room temperature, the solvents were removed under reduced pressure. The residual solid was diluted with water (50 mL) and neutralized to pH 7 with 1N hydrochloric acid solution. The resulting solids were filtered, ... Starting materials: N1=CC(=CC=C1)S(=O)(=O)N(CCCC1=CC=C(S1)C(=O)O)CC1=CC=C(C=C1)C=1SC=CN1 (5-{3-[(Pyridine-3-sulfonyl)-(4-thiazol-2-yl-benzyl)-amino]propyl}-thiophene-2-carboxylic acid), Cl.N1=CC(=CC=C1)S(=O)(=O)Cl (pyridine-3-sulfonyl chloride hydrochloride). Run in C(C)N(CC)CC (triethylamine). The product is COC(=O)C=1SC(=CC1)CCCN(CC1=CC=C(C=C1)C=1SC=CN1)S(=O)(=O)C=1C=NC=CC1 (5-{3-[(Pyridine-3-sulfonyl)-(4-thiazol-2-yl-benzyl)-amino]-propyl}-thiophene-2-carboxylic acid methyl ester). As a reaction SMILES: [N:1]1[CH:6]=[CH:5][CH:4]=[C:3]([S:7]([N:10]([CH2:22][C:23]2[CH:28]=[CH:27][C:26]([C:29]3[S:30][CH:31]=[CH:32][N:33]=3)=[CH:25][CH:24]=2)[CH2:11][CH2:12][CH2:13][C:14]2[S:18][C:17]([C:19]([OH:21])=[O:20])=[CH:16][CH:15]=2)(=[O:9])=[O:8])[CH:2]=1.Cl.N1C=CC=C(S(Cl)(=O)=O)[CH:36]=1>C(N(CC)CC)C>[CH3:36][O:20][C:19]([C:17]1[S:18][C:14]([CH2:13][CH2:12][CH2:11][N:10]([S:7]([C:3]2[CH:2]=[N:1][CH:6]=[CH:5][CH:4]=2)(=[O:8])=[O:9])[CH2:22][C:23]2[CH:24]=[CH:25][C:26]([C:29]3[S:30][CH:31]=[CH:32][N:33]=3)=[CH:27][CH:28]=2)=[CH:15][CH:16]=1)=[O:21] |f:1.2|. Procedure details: The title compound of Step B was prepared from 5-[3-(4-thiazol-2-yl-benzylamino)-propyl]-thiophene-2-carboxylic acid methyl ester of Step A and pyridine-3-sulfonyl chloride hydrochloride, of Preparation 2, following the method described in Example 1, Step B using triethylamine in place of N,N-diisopropylethylamine. MS 514 (M+1). Reactants: Cc1nc2sccn2c1C(=O)NCC1NCC2CC(C)CC21, O=C(O)c1ccccc1-c1ccc(Cl)cc1. The product is Cc1nc2sccn2c1C(=O)NCC1C2CC(C)CC2CN1C(=O)c1ccccc1-c1ccc(Cl)cc1. RXN SMILES: [CH3:1][CH:2]1[CH2:3][CH:4]2[CH2:5][NH:6][CH:7]([CH2:10][NH:11][C:12](=[O:13])[c:14]3[c:15]([CH3:22])[n:16][c:17]4[s:18][cH:19][cH:20][n:21]34)[CH:8]2[CH2:9]1.[Cl:23][c:24]1[cH:25][cH:26][c:27](-[c:30]2[c:31]([C:36](=[O:37])[OH:38])[cH:32][cH:33][cH:34][cH:35]2)[cH:28][cH:29]1>>[CH3:1][CH:2]1[CH2:3][CH:4]2[CH2:5][N:6]([C:36]([c:31]3[c:30](-[c:27]4[cH:26][cH:25][c:24]([Cl:23])[cH:29][cH:28]4)[cH:35][cH:34][cH:33][cH:32]3)=[O:37])[CH:7]([CH2:10][NH:11][C:12](=[O:13])[c:14]3[c:15]([CH3:22])[n:16][c:17]4[s:18][cH:19][cH:20][n:21]34)[CH:8]2[CH2:9]1.